Dataset: the Open Reaction Database (ORD), a public repository of structured organic reaction records. Task: describe an organic reaction: reactants, conditions, products, and yield Product: COC1=CC=C(C=C1)C1=NC=C(N=C1C1=CC=C(C=C1)OC)CC=1SC=CC1 (2,3-Bis(p-methoxyphenyl)-5-(2-thienylmethyl)pyrazine). Run in CO (methanol). Reaction SMILES: [CH3:1][O:2][C:3]1[CH:8]=[CH:7][C:6]([C:9]2[C:14]([C:15]3[CH:20]=[CH:19][C:18]([O:21][CH3:22])=[CH:17][CH:16]=3)=[N:13][CH2:12][CH2:11][N:10]=2)=[CH:5][CH:4]=1.[S:23]1[CH:27]=[CH:26][CH:25]=[C:24]1[CH:28]=O>CO>[CH3:22][O:21][C:18]1[CH:19]=[CH:20][C:15]([C:14]2[C:9]([C:6]3[CH:5]=[CH:4][C:3]([O:2][CH3:1])=[CH:8][CH:7]=3)=[N:10][C:11]([CH2:28][C:24]3[S:23][CH:27]=[CH:26][CH:25]=3)=[CH:12][N:13]=2)=[CH:16][CH:17]=1. Procedure: The same procedures as in Example 3 was repeated using 2,3-bis(p-methoxyphenyl)-5,6-dihydropyrazine and 2-thiophenealdehyde. 2,3-Bis(p-methoxyphenyl)-5-(2-thienylmethyl)pyrazine was obtained as colorless prisms, m.p. 89° C. (recrystallized from methanol). Physical properties of the product support a chemical structure of the below formula (XIII). Reactants: COC1=CC=C(C=C1)C1=NCCN=C1C1=CC=C(C=C1)OC (2,3-bis(p-methoxyphenyl)-5,6-dihydropyrazine), S1C(=CC=C1)C=O (2-thiophenealdehyde). Reactants: COC(=O)c1cncc(Br)c1, CO. The product is OCc1cncc(Br)c1. RXN SMILES: [Br:1][c:2]1[cH:3][n:4][cH:5][c:6]([C:7](=[O:8])[O:9][CH3:10])[cH:11]1.[CH3:12][OH:13]>>[Br:1][c:2]1[cH:3][n:4][cH:5][c:6]([CH2:7][OH:8])[cH:11]1. Reactants: COC(=O)CS, CCOC(C)=O, [H-], [Na+], CN(C)C=O, O=c1nc(-c2cccc(CS(=O)(=O)[O-])n2)sc2ccccc12, O. Product: COC(=O)CSCc1cccc(-c2nc(=O)c3ccccc3s2)n1. Reaction SMILES: [C:1]([CH2:2][SH:3])(=[O:4])[O:5][CH3:6].[CH3:31][CH2:32][O:33][C:34](=[O:35])[CH3:36].[H-:7].[Na+:8].[O:37]=[CH:38][N:39]([CH3:40])[CH3:41].[O:9]=[c:10]1[n:11][c:12](-[c:20]2[cH:21][cH:22][cH:23][c:24]([CH2:26][S:27]([O-:28])(=[O:29])=[O:30])[n:25]2)[s:13][c:14]2[c:15]1[cH:16][cH:17][cH:18][cH:19]2.[OH2:42]>>[C:1]([CH2:2][S:3][CH2:26][c:24]1[cH:23][cH:22][cH:21][c:20](-[c:12]2[n:11][c:10](=[O:9])[c:15]3[c:14]([s:13]2)[cH:19][cH:18][cH:17][cH:16]3)[n:25]1)(=[O:4])[O:5][CH3:6]. Reactants: ClC1=NC2=CC=C(C=C2C(=C1)Cl)OC (2,4-dichloro-6-methoxyquinoline), CO (MeOH), N (NH3). Run at temperature 150 celsius. Yields the product ClC1=NC2=CC=C(C=C2C(=C1)N)OC (2-chloro-6-methoxyquinolin-4-amine). Isolated yield 55.0%. RXN SMILES: [Cl:1][C:2]1[CH:11]=[C:10](Cl)[C:9]2[C:4](=[CH:5][CH:6]=[C:7]([O:13][CH3:14])[CH:8]=2)[N:3]=1.CO.[NH3:17]>>[Cl:1][C:2]1[CH:11]=[C:10]([NH2:17])[C:9]2[C:4](=[CH:5][CH:6]=[C:7]([O:13][CH3:14])[CH:8]=2)[N:3]=1. Procedure details: A suspension of 2,4-dichloro-6-methoxyquinoline (5.00 g, 22.0 mmol) in NH3 (g)/MeOH (saturated, 40 mL) was heated to 150° C. for 16 hours in a sealed tube. The solvent was removed and the residue was diluted with MeOH (20 mL). The mixture was filtered off and the filtrate was concentrated to give the crude product. Purification by column chromatography on silica gel (PE/EtOAc=2/1) gave product (7.50 g, yield: 55%) as a solid. Reactants: COc1cccc2c1OC(CO)CC2, CN(C)c1ccncc1, CCN(C(C)C)C(C)C, ClCCl, Cc1ccc(S(=O)(=O)Cl)cc1. The product is COc1cccc2c1OC(COS(=O)(=O)c1ccc(C)cc1)CC2. RXN SMILES: [CH3:1][O:2][c:3]1[cH:4][cH:5][cH:6][c:7]2[c:12]1[O:11][CH:10]([CH2:13][OH:14])[CH2:9][CH2:8]2.[CH3:38][N:39]([CH3:40])[c:41]1[cH:42][cH:43][n:44][cH:45][cH:46]1.[CH:26]([N:27]([CH2:28][CH3:29])[CH:30]([CH3:31])[CH3:32])([CH3:33])[CH3:34].[Cl:35][CH2:36][Cl:37].[c:15]1([CH3:25])[cH:16][cH:17][c:18]([S:21](=[O:22])(=[O:23])[Cl:24])[cH:19][cH:20]1>>[CH3:1][O:2][c:3]1[cH:4][cH:5][cH:6][c:7]2[c:12]1[O:11][CH:10]([CH2:13][O:14][S:21]([c:18]1[cH:17][cH:16][c:15]([CH3:25])[cH:20][cH:19]1)(=[O:22])=[O:23])[CH2:9][CH2:8]2. Reactants: ClCCl, C[Si](C)(C)CCOCn1cc(C(=O)NC2(CO)CCOCC2)c2nc(C3CC3)cnc21, O=C(O)C(F)(F)F. The product is O=C(NC1(CO)CCOCC1)c1c[nH]c2ncc(C3CC3)nc12. As a reaction SMILES: [Cl:39][CH2:40][Cl:41].[OH:1][CH2:2][C:3]1([NH:9][C:10](=[O:11])[c:12]2[cH:13][n:14]([CH2:24][O:25][CH2:26][CH2:27][Si:28]([CH3:29])([CH3:30])[CH3:31])[c:15]3[n:16][cH:17][c:18]([CH:21]4[CH2:22][CH2:23]4)[n:19][c:20]23)[CH2:4][CH2:5][O:6][CH2:7][CH2:8]1.[OH:32][C:33]([C:34]([F:35])([F:36])[F:37])=[O:38]>>[OH:1][CH2:2][C:3]1([NH:9][C:10](=[O:11])[c:12]2[cH:13][nH:14][c:15]3[n:16][cH:17][c:18]([CH:21]4[CH2:22][CH2:23]4)[n:19][c:20]23)[CH2:4][CH2:5][O:6][CH2:7][CH2:8]1. The reactants are BrB(Br)Br, ClCCl, CCOc1c(NC(=O)NCc2cccc(F)c2)cc2c(N)n[nH]c2c1F. Product: Nc1n[nH]c2c(F)c(O)c(NC(=O)NCc3cccc(F)c3)cc12. RXN SMILES: [B:27]([Br:28])([Br:29])[Br:30].[Cl:31][CH2:32][Cl:33].[NH2:1][c:2]1[n:3][nH:4][c:5]2[c:6]([F:26])[c:7]([O:23][CH2:24][CH3:25])[c:8]([NH:11][C:12](=[O:13])[NH:14][CH2:15][c:16]3[cH:17][c:18]([F:22])[cH:19][cH:20][cH:21]3)[cH:9][c:10]12>>[NH2:1][c:2]1[n:3][nH:4][c:5]2[c:6]([F:26])[c:7]([OH:23])[c:8]([NH:11][C:12](=[O:13])[NH:14][CH2:15][c:16]3[cH:17][c:18]([F:22])[cH:19][cH:20][cH:21]3)[cH:9][c:10]12.